From a dataset of the Open Reaction Database (ORD), a public repository of structured organic reaction records. describe an organic reaction: reactants, conditions, products, and yield Reaction SMILES: [Mg].[C:2]([O:8][CH:9]([CH3:11])[CH3:10])(=[O:7])[CH2:3][C:4]([CH3:6])=[O:5].[C:12](Cl)(=[O:14])[CH3:13].S(=O)(=O)(O)O>C(O)C.ClC(Cl)(Cl)Cl>[C:4]([CH:3]([C:12]([CH3:13])=[O:14])[C:2]([O:8][CH:9]([CH3:11])[CH3:10])=[O:7])(=[O:5])[CH3:6]. Yields the product C(C)(=O)C(C(=O)OC(C)C)C(=O)C (isopropyl 2-acetylacetoacetate). Starting materials: C(CC(=O)C)(=O)OC(C)C (isopropyl acetoacetate), [Mg] (magnesium), ice water, S(O)(O)(=O)=O (sulfuric acid), C(C)(=O)Cl (acetyl chloride). Procedure: 5 ml of tetrachloromethane are added to 23.3 g (1 mol) of magnesium turnings in 50 ml of dry ethanol under nitrogen and in the absence of moisture. After the beginning of gas evolution, a solution of 147.1 g (1 mol) of isopropyl acetoacetate in 100 ml of dry ethanol was slowly added dropwise, the reaction mixture being kept at the reflux temperature. Stirring was carried out for a further 4 hours at this temperature, after which the mixture was cooled. 78.5 g (1 mol) of acetyl chloride was slowl... Isolated yield 103.3%. Run at time 4 hour. Run in C(C)O (ethanol), C(C)O (ethanol), ClC(Cl)(Cl)Cl (tetrachloromethane). Yield: 82.1%. Procedure: A mixture of (2-dimethoxymethyl-3-fluoro-5-methoxy-6-nitro-phenyl)-(2-fluoro-4-iodo-phenyl)-amine (4.2 g, 8.7 mmol) in diethyl ether (70 mL) and 4M HCl (50 mL) was stirred at room temperature for 8 hours. The mixture was extracted with ethyl acetate, the organic extract washed with water, dried (Na2SO4), filtered and concentrated in vacuo to give the title compound as a yellow solid (3.1 g, 82%). LCMS (Method B) RT=4.00 no molecular ion. Product: FC1=CC(=C(C(=C1C=O)NC1=C(C=C(C=C1)I)F)[N+](=O)[O-])OC (6-Fluoro-2-(2-fluoro-4-iodo-phenylamino)-4-methoxy-3-nitro-benzaldehyde). Reactants: COC(C1=C(C(=C(C=C1F)OC)[N+](=O)[O-])NC1=C(C=C(C=C1)I)F)OC ((2-dimethoxymethyl-3-fluoro-5-methoxy-6-nitro-phenyl)-(2-fluoro-4-iodo-phenyl)-amine). The solvent is C(C)OCC (diethyl ether), Cl (HCl). Reaction SMILES: C[O:2][CH:3](OC)[C:4]1[C:9]([F:10])=[CH:8][C:7]([O:11][CH3:12])=[C:6]([N+:13]([O-:15])=[O:14])[C:5]=1[NH:16][C:17]1[CH:22]=[CH:21][C:20]([I:23])=[CH:19][C:18]=1[F:24]>C(OCC)C.Cl>[F:10][C:9]1[C:4]([CH:3]=[O:2])=[C:5]([NH:16][C:17]2[CH:22]=[CH:21][C:20]([I:23])=[CH:19][C:18]=2[F:24])[C:6]([N+:13]([O-:15])=[O:14])=[C:7]([O:11][CH3:12])[CH:8]=1. Conditions: time 8 hour. The reactants are FC1=CC=C(N)C=C1 (4-fluoroaniline), CC=1C(=NC(=NC1C)Cl)N1[C@@H](C2=CC=CC=C2CC1)C ((R)-5,6-dimethyl-4-(1-methyl-1,2,3,4-tetrahydroisoquinolin-2-yl)-2-chloropyrimidine). The solvent is CN(C=O)C (dimethylformamide). Yields the product Cl.CC=1C(=NC(=NC1C)NC1=CC=C(C=C1)F)N1[C@@H](C2=CC=CC=C2CC1)C ((R)-5,6-dimethyl-2-(4-fluorophenylamino)-4-(1-methyl-1,2,3,4-tetrahydroisoquinolin-2-yl)pyrimidine hydrochloride). The yield is 62.7%. RXN SMILES: [F:1][C:2]1[CH:8]=[CH:7][C:5]([NH2:6])=[CH:4][CH:3]=1.[CH3:9][C:10]1[C:11]([N:18]2[CH2:27][CH2:26][C:25]3[C:20](=[CH:21][CH:22]=[CH:23][CH:24]=3)[C@H:19]2[CH3:28])=[N:12][C:13]([Cl:17])=[N:14][C:15]=1[CH3:16]>CN(C)C=O>[ClH:17].[CH3:9][C:10]1[C:11]([N:18]2[CH2:27][CH2:26][C:25]3[C:20](=[CH:21][CH:22]=[CH:23][CH:24]=3)[C@H:19]2[CH3:28])=[N:12][C:13]([NH:6][C:5]2[CH:7]=[CH:8][C:2]([F:1])=[CH:3][CH:4]=2)=[N:14][C:15]=1[CH3:16] |f:3.4|. Procedure details: After 4-fluoroaniline(1 ml, 10 mmol) was added to a mixture solution of (R)-5,6-dimethyl-4-(1-methyl-1,2,3,4-tetrahydroisoquinolin-2-yl)-2-chloropyrimidine(1.4 g, 4.8 mmol) and dimethylformamide(10 ml), 1.20 g of the titled compound was obtained in accordance with the same procedure as in Step 2 of Example 1. The reactants are OC1CCN(CC1)C(=O)OC(C)(C)C (tert-butyl 4-hydroxypiperidine-1-carboxylate), CC(C)([O-])C.[K+] (potassium tert-butoxide), FC1=CC(=C(C=C1)[N+](=O)[O-])OC (4-fluoro-2-methoxy-1-nitrobenzene). Run in O1CCCC1 (tetrahydrofuran), O1CCCC1 (tetrahydrofuran). Reaction conditions: time 30 minute. The product is COC=1C=C(OC2CCN(CC2)C(=O)OC(C)(C)C)C=CC1[N+](=O)[O-] (tert-butyl 4-(3-methoxy-4-nitrophenoxy)piperidine-1-carboxylate). The yield is 43.6%. As a reaction SMILES: [OH:1][CH:2]1[CH2:7][CH2:6][N:5]([C:8]([O:10][C:11]([CH3:14])([CH3:13])[CH3:12])=[O:9])[CH2:4][CH2:3]1.CC(C)([O-])C.[K+].F[C:22]1[CH:27]=[CH:26][C:25]([N+:28]([O-:30])=[O:29])=[C:24]([O:31][CH3:32])[CH:23]=1>O1CCCC1>[CH3:32][O:31][C:24]1[CH:23]=[C:22]([CH:27]=[CH:26][C:25]=1[N+:28]([O-:30])=[O:29])[O:1][CH:2]1[CH2:3][CH2:4][N:5]([C:8]([O:10][C:11]([CH3:14])([CH3:13])[CH3:12])=[O:9])[CH2:6][CH2:7]1 |f:1.2|. Reported procedure: To a mixture of tert-butyl 4-hydroxypiperidine-1-carboxylate (1.49 g) and tetrahydrofuran (30 mL), potassium tert-butoxide (830 mg) was added under ice cooling and stirred for 30 minutes, followed by addition of a mixture of 4-fluoro-2-methoxy-1-nitrobenzene (1.00 g) and tetrahydrofuran (20 mL). After stirring at room temperature for 3 hours, the reaction mixture was extracted by addition of water and ethyl acetate, washed with saturated aqueous sodium chloride, and then dried over anhydrous mag...